This data is from the Open Reaction Database (ORD), a public repository of structured organic reaction records. The task is: describe an organic reaction: reactants, conditions, products, and yield Reactants: O=C([O-])[O-], CN(C)C=O, O=C(Nc1cn2nc(I)ccc2n1)C1CC1, [K+], [K+], CCc1ccc(O)cc1N, O. Product: CCc1ccc(Oc2ccc3nc(NC(=O)C4CC4)cn3n2)cc1N. Reaction SMILES: [C:27](=[O:28])([O-:29])[O-:30].[CH3:33][N:34]([CH3:35])[CH:36]=[O:37].[I:1][c:2]1[cH:3][cH:4][c:5]2[n:6]([n:7]1)[cH:8][c:9]([NH:11][C:12](=[O:13])[CH:14]1[CH2:15][CH2:16]1)[n:10]2.[K+:31].[K+:32].[NH2:17][c:18]1[cH:19][c:20]([OH:26])[cH:21][cH:22][c:23]1[CH2:24][CH3:25].[OH2:38]>>[c:2]1([O:26][c:20]2[cH:19][c:18]([NH2:17])[c:23]([CH2:24][CH3:25])[cH:22][cH:21]2)[cH:3][cH:4][c:5]2[n:6]([n:7]1)[cH:8][c:9]([NH:11][C:12](=[O:13])[CH:14]1[CH2:15][CH2:16]1)[n:10]2. The reactants are CC1=CC=C(C=C1)S(=O)(=O)OC[C@@H](C=C)OC1=C(C(=CC=C1C=CC)F)C1=C(C=C(C=C1)Cl)Cl ((2R)-2-(2′,4′-dichloro-6-fluoro-3-(prop-1-enyl)biphenyl-2-yloxy)but-3-enyl 4-methylbenzenesulfonate). The reagents and catalysts are C1CCC(CC1)P(C2CCCCC2)C3CCCCC3.C1CCC(CC1)P(C2CCCCC2)C3CCCCC3.C1=CC=C(C=C1)C=[Ru](Cl)Cl (benzylidene-bis(tricyclohexylphosphine)dichlororuthenium). The solvent is ClCCCl (1,2-dichloroethane). Product: CC1=CC=C(C=C1)S(=O)(=O)OC[C@@H]1OC2=C(C(=CC=C2C=C1)F)C1=C(C=C(C=C1)Cl)Cl (((2R)-8-(2,4-dichlorophenyl)-7-fluoro-2H-chromen-2-yl)methyl 4-methylbenzenesulfonate). The yield is 63.5%. Reaction SMILES: [CH3:1][C:2]1[CH:7]=[CH:6][C:5]([S:8]([O:11][CH2:12][C@H:13]([O:16][C:17]2[C:22]([CH:23]=CC)=[CH:21][CH:20]=[C:19]([F:26])[C:18]=2[C:27]2[CH:32]=[CH:31][C:30]([Cl:33])=[CH:29][C:28]=2[Cl:34])[CH:14]=C)(=[O:10])=[O:9])=[CH:4][CH:3]=1>ClCCCl.C1CCC(P(C2CCCCC2)C2CCCCC2)CC1.C1CCC(P(C2CCCCC2)C2CCCCC2)CC1.C1C=CC(C=[Ru](Cl)Cl)=CC=1>[CH3:1][C:2]1[CH:7]=[CH:6][C:5]([S:8]([O:11][CH2:12][C@H:13]2[CH:14]=[CH:23][C:22]3[C:17](=[C:18]([C:27]4[CH:32]=[CH:31][C:30]([Cl:33])=[CH:29][C:28]=4[Cl:34])[C:19]([F:26])=[CH:20][CH:21]=3)[O:16]2)(=[O:10])=[O:9])=[CH:4][CH:3]=1 |f:2.3.4|. Procedure: Treatment of (2R)-2-(2′,4′-dichloro-6-fluoro-3-(prop-1-enyl)biphenyl-2-yloxy)but-3-enyl 4-methylbenzenesulfonate (0.6 g, 1.15 mmol) with benzylidene-bis(tricyclohexylphosphine)dichlororuthenium (0.30 g, 0.36 mmol) in 1,2-dichloroethane (30 mL) according to the procedure described for Example 69, Step 7 provided 0.35 g (63%) of ((2R)-8-(2,4-dichlorophenyl)-7-fluoro-2H-chromen-2-yl)methyl 4-methylbenzenesulfonate as a brown oil. The reactants are CC#CCO, [Cl-], CSc1cc(Cl)ncn1, [H-], [NH4+], [Na+], C1CCOC1. Yields the product CC#CCOc1cc(SC)ncn1. Reaction SMILES: [CH2:3]([C:4]#[C:5][CH3:6])[OH:7].[Cl-:17].[Cl:8][c:9]1[n:10][cH:11][n:12][c:13]([S:15][CH3:16])[cH:14]1.[H-:1].[NH4+:18].[Na+:2].[O:19]1[CH2:20][CH2:21][CH2:22][CH2:23]1>>[CH2:3]([C:4]#[C:5][CH3:6])[O:7][c:9]1[n:10][cH:11][n:12][c:13]([S:15][CH3:16])[cH:14]1. Yields the product C(N)(O)=O.OCC1C2(N(C=3C(C(=C(C(C13)=O)NCCCO)C)=O)CC1C2N1)OC (1,1a,2,8,8a,8b-Hexahydro-8-(hydroxymethyl)-8a-methoxy-5-methyl-6-(3-hydroxypropylamino)-azirino[2',3':3,4]pyrrolo-[1,2-a]indole-4,7-dione carbamate). Conditions: time 2 hour. The yield is 91.0%. Reported procedure: To a solution of 60 mg mitomycin A (0.17 mmol) in 5 ml of anhydrous methanol was added with stirring 0.5 ml of 3-hydroxypropylamine. The progress of the reaction was checked by TLC and the reaction appeared to be complete in two hours. The solvent was removed by evaporation under reduced pressure. The residue was dissolved in 100 ml of ethyl acetate and the organic layer waswashed with water, dried over anhydrous sodium sulfate, and the solvent was removed by evaporating under reduced pressure. ... As a reaction SMILES: [CH3:1][C:2]1[C:8](=[O:9])[C:7]2[N:10]3[C@@:14]([O:21][CH3:22])([C@H:15]([CH2:16][O:17][C:18]([NH2:20])=[O:19])[C:6]=2[C:4](=[O:5])[C:3]=1OC)[C@H:13]1[NH:23][C@H:12]1[CH2:11]3.[OH:26][CH2:27][CH2:28][CH2:29][NH2:30]>CO>[C:18](=[O:17])([OH:19])[NH2:20].[OH:17][CH2:16][CH:15]1[C:6]2[C:4](=[O:5])[C:3]([NH:30][CH2:29][CH2:28][CH2:27][OH:26])=[C:2]([CH3:1])[C:8](=[O:9])[C:7]=2[N:10]2[CH2:11][CH:12]3[NH:23][CH:13]3[C:14]12[O:21][CH3:22] |f:3.4|. The reactants are CC1=C(C(=O)C2=C(C1=O)N3C[C@H]4[C@@H]([C@@]3([C@@H]2COC(=O)N)OC)N4)OC (mitomycin A), OCCCN (3-hydroxypropylamine). Solvent: CO (methanol). The reactants are OC1=CC=C(C=C1)C=CC1=CC=C(C=C1)O (4,4′-dihydroxystilbene). Reagents/catalysts: [Pd] (Pd—C). Run in CO (MeOH), CCOC(=O)C (EtOAc). Reaction conditions: time 2 hour. The product is OC1=CC=C(CCC2=CC=C(C=C2)O)C=C1 (4-[4-Hydroxy-phenethyl]-phenol). Isolated yield 97.1%. RXN SMILES: [OH:1][C:2]1[CH:7]=[CH:6][C:5]([CH:8]=[CH:9][C:10]2[CH:15]=[CH:14][C:13]([OH:16])=[CH:12][CH:11]=2)=[CH:4][CH:3]=1>CO.CCOC(C)=O.[Pd]>[OH:1][C:2]1[CH:3]=[CH:4][C:5]([CH2:8][CH2:9][C:10]2[CH:15]=[CH:14][C:13]([OH:16])=[CH:12][CH:11]=2)=[CH:6][CH:7]=1. Procedure details: A solution of 4,4′-dihydroxystilbene (250 mg, 1.178 mmol) in MeOH (10 mL) and EtOAc (2 mL) containing 5% Pd—C (120 mg) was stirred under an atmosphere of hydrogen for 2 h. The catalyst was removed by filtration and the filtrate was concentrated. Chromatography purification of the crude product on silica gel (hexane-EtOAc 3:1, 2:1) provided 245 mg of 4-[4-Hydroxy-phenethyl]-phenol (97%) as a white solid. MS (ES) m/z: 213.05 (M−1). Product: COC(=O)c1ncccc1C(=O)c1ccc(-n2ccnc2)cc1. As a reaction SMILES: [F:1][c:2]1[cH:3][cH:4][c:5]([C:6](=[O:7])[c:8]2[c:9]([C:14](=[O:15])[O:16][CH3:17])[n:10][cH:11][cH:12][cH:13]2)[cH:18][cH:19]1.[H-:21].[Na+:20].[O:27]=[CH:28][N:29]([CH3:30])[CH3:31].[nH:22]1[cH:23][n:24][cH:25][cH:26]1>>[c:2]1(-[n:22]2[cH:23][n:24][cH:25][cH:26]2)[cH:3][cH:4][c:5]([C:6](=[O:7])[c:8]2[c:9]([C:14](=[O:15])[O:16][CH3:17])[n:10][cH:11][cH:12][cH:13]2)[cH:18][cH:19]1. Starting materials: COC(=O)c1ncccc1C(=O)c1ccc(F)cc1, [H-], [Na+], CN(C)C=O, c1c[nH]cn1. Starting materials: C1CCOC1, C[Si](C)(C)[N-][Si](C)(C)C, CC(OC1CCC2CN(C3=CC(=O)CC3)CC2C1c1ccc(F)cc1)c1cc(C(F)(F)F)cc(C(F)(F)F)c1, [K+]. The product is CC(OC1CCC2CN(C3=CC(=O)C(O)C3)CC2C1c1ccc(F)cc1)c1cc(C(F)(F)F)cc(C(F)(F)F)c1. RXN SMILES: [CH2:50]1[CH2:53][CH2:52][CH2:51][O:54]1.[CH3:41][Si:42]([N-:43][Si:44]([CH3:45])([CH3:46])[CH3:47])([CH3:48])[CH3:49].[F:1][C:2]([c:3]1[cH:4][c:5]([CH:13]([CH3:14])[O:15][CH:16]2[CH:17]([c:31]3[cH:32][cH:33][c:34]([F:37])[cH:35][cH:36]3)[CH:18]3[CH2:19][N:20]([C:25]4=[CH:26][C:27](=[O:30])[CH2:28][CH2:29]4)[CH2:21][CH:22]3[CH2:23][CH2:24]2)[cH:6][c:7]([C:9]([F:10])([F:11])[F:12])[cH:8]1)([F:38])[F:39].[K+:40]>>[F:1][C:2]([c:3]1[cH:4][c:5]([CH:13]([CH3:14])[O:15][CH:16]2[CH:17]([c:31]3[cH:32][cH:33][c:34]([F:37])[cH:35][cH:36]3)[CH:18]3[CH2:19][N:20]([C:25]4=[CH:26][C:27](=[O:30])[CH:28]([OH:54])[CH2:29]4)[CH2:21][CH:22]3[CH2:23][CH2:24]2)[cH:6][c:7]([C:9]([F:10])([F:11])[F:12])[cH:8]1)([F:38])[F:39].